Dataset: the Open Reaction Database (ORD), a public repository of structured organic reaction records. Task: describe an organic reaction: reactants, conditions, products, and yield Reactants: [Br-], O=CCCSc1ccc(Br)cc1, CCCC(=O)[O-], COC(=O)CC(C)=O, CCCC[N+](CCCC)(CCCC)CCCC, Cc1ccccc1, Cl, [Na+], [Na+], [OH-], O. Product: CC(=O)CC(O)CCSc1ccc(Br)cc1. RXN SMILES: [Br-:32].[Br:19][c:20]1[cH:21][cH:22][c:23]([S:26][CH2:27][CH2:28][CH:29]=[O:30])[cH:24][cH:25]1.[C:12]([O-:13])(=[O:14])[CH2:15][CH2:16][CH3:17].[C:1]([CH2:2][C:3](=[O:4])[CH3:5])([O:6][CH3:7])=[O:8].[CH3:33][CH2:34][CH2:35][CH2:36][N+:37]([CH2:38][CH2:39][CH2:40][CH3:41])([CH2:42][CH2:43][CH2:44][CH3:45])[CH2:46][CH2:47][CH2:48][CH3:49].[CH3:50][c:51]1[cH:52][cH:53][cH:54][cH:55][cH:56]1.[ClH:11].[Na+:10].[Na+:18].[OH-:9].[OH2:31]>>[CH2:2]([C:3](=[O:4])[CH3:5])[CH:29]([CH2:28][CH2:27][S:26][c:23]1[cH:22][cH:21][c:20]([Br:19])[cH:25][cH:24]1)[OH:30]. Reactants: C(C)(C)(C)N(CC(C)O)CC(C)O (N-t-butyl-bis-(2-hydroxypropyl)amine), C1(=CC=CC=C1)/C=C/C(C)=O (trans-4-phenyl-3-buten-2-one). The product is C(C)(C)(C)N1CC(OC(=C1)C)C (3,4-dihydro-4-t-butyl-2,6-dimethyl-2H-1,4-oxazine). Yield: 56.0%. As a reaction SMILES: [C:1]([N:5]([CH2:10][CH:11]([OH:13])[CH3:12])[CH2:6][CH:7](O)[CH3:8])([CH3:4])([CH3:3])[CH3:2].C1(/C=C/C(=O)C)C=CC=CC=1>>[C:1]([N:5]1[CH:6]=[C:7]([CH3:8])[O:13][CH:11]([CH3:12])[CH2:10]1)([CH3:2])([CH3:3])[CH3:4]. Procedure: N-t-butyl-bis-(2-hydroxypropyl)amine (60g, 0.32 mol) and trans-4-phenyl-3-buten-2-one (85g 10.58 mole) were subjected to a reaction as described in Example 1 above, except that the reaction temperature wa 220° C. A 56% yield of 3,4-dihydro-4-t-butyl-2,6-dimethyl-2H-1,4-oxazine was obtained. Reactants: C(CC(=O)C)(=O)OCC (Ethyl acetoacetate), C(CCCCC)C1=CC=C(C=O)C=C1 (parahexylbenzaldehyde). The reagents and catalysts are N1CCCCC1 (piperidine). Reaction conditions: temperature 70 celsius, time 4 day. The product is C(CCCCC)C1=CC=C(C=C1)\C=C(/C(=O)OCC)\C(C)=O (Ethyl 2Z-[(4-hexylphenyl)methylene]-3-oxobutanoate). Reaction SMILES: [C:1]([O:7][CH2:8][CH3:9])(=[O:6])[CH2:2][C:3]([CH3:5])=[O:4].[CH2:10]([C:16]1[CH:23]=[CH:22][C:19]([CH:20]=O)=[CH:18][CH:17]=1)[CH2:11][CH2:12][CH2:13][CH2:14][CH3:15]>N1CCCCC1>[CH2:10]([C:16]1[CH:23]=[CH:22][C:19](/[CH:20]=[C:2](/[C:3](=[O:4])[CH3:5])\[C:1]([O:7][CH2:8][CH3:9])=[O:6])=[CH:18][CH:17]=1)[CH2:11][CH2:12][CH2:13][CH2:14][CH3:15]. Reported procedure: Ethyl acetoacetate (3.9g, 0.03 moles), parahexylbenzaldehyde (3.8g, 0.02 moles) and piperidine (3 drops) were stirred at room temperature for 20 hrs. and then stirred for 4 days at 70° C. Products A and B were separated and purified by silica gel chromatography. Structure assignments were supported by NMR, infrared and uv spectra and elemental analysis (302.4).